This data is from the Open Reaction Database (ORD), a public repository of structured organic reaction records. The task is: describe an organic reaction: reactants, conditions, products, and yield Starting materials: C(#N)CN1N=CC(=C1)C1=CN(C2=C1C(=NC=C2C#N)OC)C2CCCC2 (3-(1-(Cyanomethyl)-1H-pyrazol-4-yl)-1-cyclopentyl-4-methoxy-1H-pyrrolo[3,2-c]pyridine-7-carbonitrile), [I-].[Na+] (sodium iodide), Cl[Si](C)(C)C (chloro(trimethyl)silane). Product: C(#N)CN1N=CC(=C1)C1=CN(C2=C1C(NC=C2C#N)=O)C2CCCC2 (3-(1-(cyanomethyl)-1H-pyrazol-4-yl)-1-cyclopentyl-4-oxo-4,5-dihydro-1H-pyrrolo[3,2-c]pyridine-7-carbonitrile). Yield: 25.1%. Reaction SMILES: [C:1]([CH2:3][N:4]1[CH:8]=[C:7]([C:9]2[C:13]3[C:14]([O:20]C)=[N:15][CH:16]=[C:17]([C:18]#[N:19])[C:12]=3[N:11]([CH:22]3[CH2:26][CH2:25][CH2:24][CH2:23]3)[CH:10]=2)[CH:6]=[N:5]1)#[N:2].[I-].[Na+].Cl[Si](C)(C)C>>[C:1]([CH2:3][N:4]1[CH:8]=[C:7]([C:9]2[C:13]3[C:14](=[O:20])[NH:15][CH:16]=[C:17]([C:18]#[N:19])[C:12]=3[N:11]([CH:22]3[CH2:26][CH2:25][CH2:24][CH2:23]3)[CH:10]=2)[CH:6]=[N:5]1)#[N:2] |f:1.2|. Procedure: 3-(1-(Cyanomethyl)-1H-pyrazol-4-yl)-1-cyclopentyl-4-methoxy-1H-pyrrolo[3,2-c]pyridine-7-carbonitrile (13.7 mg), sodium iodide (11.9 mg) and chloro(trimethyl)silane (25 μL) were stirred at 50° C. for 1 hr. The precipitated crystals were collected by filtration, and washed with ethyl acetate to give the title compound (3.3 mg). Reactants: 13A, O1[C@H](CCC1)CN1C(C(C2=CC=CC=C12)=O)=O (1-[(2R)-tetrahydrofuran-2-ylmethyl]-1H-indole-2,3-dione), C1(=CC=CC=C1)C(N1C(C(C2=CC=CC=C12)=O)=O)C1=CC=CC=C1 (1-(diphenylmethyl)indoline-2,3-dione), CN1C2=C(OCC1)C=C(C=C2)O (4-methyl-3,4-dihydro-2H-benzo[b][1,4]oxazin-7-ol), O1CCCC2=CC=C(C=C12)O (chroman-7-ol). The product is OC1(C(N(C2=CC=CC=C12)C[C@@H]1OCCC1)=O)C=1C(=CC2=C(N(CCO2)C)C1)O (3-hydroxy-3-(7-hydroxy-4-methyl-3,4-dihydro-2H-1,4-benzoxazin-6-yl)-1-[(2R)-tetrahydrofuran-2-ylmethyl]-1,3-dihydro-2H-indol-2-one). RXN SMILES: [CH3:1][N:2]1[CH2:7][CH2:6][O:5][C:4]2[CH:8]=[C:9]([OH:12])[CH:10]=[CH:11][C:3]1=2.O1C2C(=CC=C(O)C=2)CCC1.[O:24]1[CH2:28][CH2:27][CH2:26][C@@H:25]1[CH2:29][N:30]1[C:38]2[C:33](=[CH:34][CH:35]=[CH:36][CH:37]=2)[C:32](=[O:39])[C:31]1=[O:40].C1(C(C2C=CC=CC=2)N2C3C(=CC=CC=3)C(=O)C2=O)C=CC=CC=1>>[OH:39][C:32]1([C:10]2[C:9]([OH:12])=[CH:8][C:4]3[O:5][CH2:6][CH2:7][N:2]([CH3:1])[C:3]=3[CH:11]=2)[C:33]2[C:38](=[CH:37][CH:36]=[CH:35][CH:34]=2)[N:30]([CH2:29][C@H:25]2[CH2:26][CH2:27][CH2:28][O:24]2)[C:31]1=[O:40]. Procedure: Following the procedure as described in PREPARATION 13A, and making non-critical variations using 4-methyl-3,4-dihydro-2H-benzo[b][1,4]oxazin-7-ol to replace chroman-7-ol, and 1-[(2R)-tetrahydrofuran-2-ylmethyl]-1H-indole-2,3-dione to replace 1-(diphenylmethyl)indoline-2,3-dione, 3-hydroxy-3-(7-hydroxy-4-methyl-3,4-dihydro-2H-1,4-benzoxazin-6-yl)-1-[(2R)-tetrahydrofuran-2-ylmethyl]-1,3-dihydro-2H-indol-2-one was obtained (91%) as a pale grey solid: 1H NMR (300 MHz, CDCl3) (diastereomers) δ8.94 (... Reactants: CC1(C(=O)N(C(=O)N1Br)Br)C (Dibromantin), S(=O)([O-])[O-].[Na+].[Na+] (sodium sulfite), CC(COC(NC1=CC(=CC=C1)F)=O)C (2-methylpropyl-(3-fluorophenyl)carbamate). The solvent is O (water), O (water). Reaction conditions: time 12 hour. Yields the product BrC1=C(C=C(C=C1)NC(OCC(C)C)=O)F (2-Methylpropyl (4-bromo-3-fluorophenyl)carbamate). As a reaction SMILES: CC1(C)N([Br:9])C(=O)N(Br)C1=O.[CH3:12][CH:13]([CH3:26])[CH2:14][O:15][C:16](=[O:25])[NH:17][C:18]1[CH:23]=[CH:22][CH:21]=[C:20]([F:24])[CH:19]=1.S([O-])([O-])=O.[Na+].[Na+]>O>[Br:9][C:21]1[CH:22]=[CH:23][C:18]([NH:17][C:16](=[O:25])[O:15][CH2:14][CH:13]([CH3:26])[CH3:12])=[CH:19][C:20]=1[F:24] |f:2.3.4|. Reported procedure: To a mixture of 3-fluoroaniline (I, 29.058 g, 261.5 mmol) in methylene chloride (116 ml) is added a mixture of potassium carbonate (27.26 g, 197.3 mmol, 0.75 eq) in water (116 ml) at 20-25°. The mixture is warmed to 32°, and isobutyl chloroformate (38.5 g, 282 mmol, 1.08 eq) is added over 13 min while maintaining 30-35° with mild cooling. The mixture is stirred at 30-35° for 2.5 hr until the reaction is complete to give 2-methylpropyl-(3-fluorophenyl)carbamate as determined by GC [GC method A, <... Reactants: C(C)[SiH](CC)CC (Triethylsilane), C(#N)C1(CC1)C=1C=C(C=C(C1)C1=C2C(=NC=C1)N(N=C2C(F)(F)F)C(C2=CC=CC=C2)(C2=CC=CC=C2)C2=CC=CC=C2)CCCNC(OC(C)(C)C)=O (tert-Butyl 3-(3-(1-cyanocyclopropyl)-5-(3-(trifluoromethyl)-1-trityl-1H-pyrazolo[3,4-b]pyridin-4-yl)phenyl)propylcarbamate), C(=O)(C(F)(F)F)O (TFA). Run in C(Cl)Cl (DCM). Reaction conditions: temperature 0 celsius, time 1 hour. Yields the product NCCCC=1C=C(C=C(C1)C1=C2C(=NC=C1)NN=C2C(F)(F)F)C2(CC2)C#N (1-(3-(3-aminopropyl)-5-(3-(trifluoromethyl)-1H-pyrazolo[3,4-b]pyridin-4-yl)phenyl)cyclopropanecarbonitrile). The yield is 57.7%. As a reaction SMILES: [C:1]([C:3]1([C:6]2[CH:7]=[C:8]([CH2:44][CH2:45][CH2:46][NH:47]C(=O)OC(C)(C)C)[CH:9]=[C:10]([C:12]3[CH:17]=[CH:16][N:15]=[C:14]4[N:18](C(C5C=CC=CC=5)(C5C=CC=CC=5)C5C=CC=CC=5)[N:19]=[C:20]([C:21]([F:24])([F:23])[F:22])[C:13]=34)[CH:11]=2)[CH2:5][CH2:4]1)#[N:2].C([SiH](CC)CC)C.C(O)(C(F)(F)F)=O>C(Cl)Cl>[NH2:47][CH2:46][CH2:45][CH2:44][C:8]1[CH:7]=[C:6]([C:3]2([C:1]#[N:2])[CH2:5][CH2:4]2)[CH:11]=[C:10]([C:12]2[CH:17]=[CH:16][N:15]=[C:14]3[NH:18][N:19]=[C:20]([C:21]([F:23])([F:24])[F:22])[C:13]=23)[CH:9]=1. Procedure: tert-Butyl 3-(3-(1-cyanocyclopropyl)-5-(3-(trifluoromethyl)-1-trityl-1H-pyrazolo[3,4-b]pyridin-4-yl)phenyl)propylcarbamate (72 mg, 0.09893 mmol) was dissolved in DCM (3 mL) and cooled to 0° C. Triethylsilane (46.01 mg, 63.20 μL, 0.3957 mmol) was added followed by TFA (0.5 mL). The reaction was stirred at 0° C. for 1 hour then the solvent removed under reduced pressure. The crude product was dissolved in DMSO and purified by FractionLynx. The fractions were passed through bicarbonate cartridges t...